Dataset: the Open Reaction Database (ORD), a public repository of structured organic reaction records. Task: describe an organic reaction: reactants, conditions, products, and yield Reactants: C(C)(=O)OO (peracetic acid), C(C)(=O)[O-].[Na+] (sodium acetate), C(C)(=O)[O-].[Na+] (sodium acetate), CC1=C(C(CCC1)(C)C)C(C=CC)O (2,6,6-trimethyl-1-[1-hydroxy-2-butenyl]-1-cyclohexene), C(Cl)Cl (CH2Cl2). The solvent is O (water). Product: CC12C(C(CCC1)(C)C)(O2)C(\C=C\C)O (Trans-2,6,6-trimethyl-1-[1-hydroxy-2-butenyl]-1,2-epoxycyclohexane). As a reaction SMILES: C(OO)(=[O:3])C.C([O-])(=O)C.[Na+].[CH3:11][C:12]1[CH2:17][CH2:16][CH2:15][C:14]([CH3:19])([CH3:18])[C:13]=1[CH:20]([OH:24])[CH:21]=[CH:22][CH3:23].C(Cl)Cl>O>[CH3:11][C:12]12[O:3][C:13]1([CH:20]([OH:24])/[CH:21]=[CH:22]/[CH3:23])[C:14]([CH3:18])([CH3:19])[CH2:15][CH2:16][CH2:17]2 |f:1.2|. Procedure details: 21 g. of 40% peracetic acid and 0.6 g. of sodium acetate were added under nitrogen to a suspension of 2,6,6-trimethyl-1-[1-hydroxy-2-butenyl]-1-cyclohexene (19.4 g.) and 12 g. of sodium acetate in 35 ml. of CH2Cl2 at 20°. The reaction mixture was left 2 more hours with stirring and it was then poured into 250 ml. of water.